This data is from the Open Reaction Database (ORD), a public repository of structured organic reaction records. The task is: describe an organic reaction: reactants, conditions, products, and yield The reactants are CCOC(=O)c1ccc(OC)c(C(OC)OC)c1, CO, Cl, [K+], [OH-]. Product: COc1ccc(C(=O)O)cc1C(OC)OC. Reaction SMILES: [CH3:1][O:2][CH:3]([c:4]1[cH:5][c:6]([C:7](=[O:8])[O:9][CH2:10][CH3:11])[cH:12][cH:13][c:14]1[O:15][CH3:16])[O:17][CH3:18].[CH3:22][OH:23].[ClH:21].[K+:20].[OH-:19]>>[CH3:1][O:2][CH:3]([c:4]1[cH:5][c:6]([C:7](=[O:8])[OH:9])[cH:12][cH:13][c:14]1[O:15][CH3:16])[O:17][CH3:18]. The reactants are N[C@H](CC(N)=O)C(=O)O (D-Asparagine), C([O-])(O)=O.[Na+] (sodium bicarbonate), C(C1=CC=CC=C1)OC(=O)Cl (benzylchloroformate). Reaction SMILES: [NH2:1][C@@H:2]([C:7]([OH:9])=[O:8])[CH2:3][C:4](=[O:6])[NH2:5].C(=O)(O)[O-].[Na+].[CH2:15]([O:22][C:23](Cl)=[O:24])[C:16]1[CH:21]=[CH:20][CH:19]=[CH:18][CH:17]=1>O>[CH2:15]([O:22][C:23]([NH:1][C@@H:2]([C:7]([OH:9])=[O:8])[CH2:3][C:4](=[O:6])[NH2:5])=[O:24])[C:16]1[CH:21]=[CH:20][CH:19]=[CH:18][CH:17]=1 |f:1.2|. Solvent: O (water). Product: C(C1=CC=CC=C1)OC(=O)N[C@H](CC(N)=O)C(=O)O (Nα -Benzyloxycarbonyl-D-asparagine). Procedure details: D-Asparagine, 50 g., is dissolved in 500 ml. of water at 60° C., adding 70 g. of sodium bicarbonate and cooling to 20° C. The solution is treated with 68 g. of benzylchloroformate during one hour with stirring and is stirred for an additional two and a half hours. The solution is extracted three times with ether and the aqueous solution is acidified with cold concentrated hydrochloric acid. The white solid product is separated, washed with water and dried; 77 g.; m.p. 165°-166° C.; [α]D23 + 7.4°...